Task: describe an organic reaction: reactants, conditions, products, and yield. Dataset: the Open Reaction Database (ORD), a public repository of structured organic reaction records The reactants are BrCC1=C(C=CC=C1)C(C(=O)OC)=COC (methyl alpha-(2-bromomethylphenyl)-β-methoxyacrylate), O.C[N+]1(CCOCC1)[O-] (methylmorpholine N-oxide monohydrate). Run in C(Cl)(Cl)(Cl)Cl (CCl4). The product is C(=O)C1=C(C=CC=C1)C(C(=O)OC)=COC (methyl alpha-(2-formylphenyl)-β-methoxyacrylate). The yield is 67.2%. Reaction SMILES: Br[CH2:2][C:3]1[CH:8]=[CH:7][CH:6]=[CH:5][C:4]=1[C:9](=[CH:14][O:15][CH3:16])[C:10]([O:12][CH3:13])=[O:11].O.C[N+]1([O-])CC[O:22]CC1>C(Cl)(Cl)(Cl)Cl>[CH:2]([C:3]1[CH:8]=[CH:7][CH:6]=[CH:5][C:4]=1[C:9](=[CH:14][O:15][CH3:16])[C:10]([O:12][CH3:13])=[O:11])=[O:22] |f:1.2|. Procedure: 35.5 g (0.125 mol) of methyl alpha-(2-bromomethylphenyl)-β-methoxyacrylate are dissolved in 500 ml of CCl4. 43.4 g (0.321 mol) of methylmorpholine N-oxide monohydrate are added, and the mixture is refluxed for 20 hours. The solid is filtered of f and the CCl4 phase is washed with water, with 2 N hydrochloric acid and again with water, dried and concentrated. 18.5 g (67%) of product are obtained as a reddish brown oil. The reactants are Cc1nc2c(F)cc(C(C)(C)C)cc2c(O)c1C, COC(=O)Cl, [H-], [Na+], C1CCOC1, O. The product is COC(=O)c1c(C)c(C)nc2c(F)cc(C(C)(C)C)cc12. RXN SMILES: [CH3:3][c:4]1[n:5][c:6]2[c:7]([F:20])[cH:8][c:9]([C:16]([CH3:17])([CH3:18])[CH3:19])[cH:10][c:11]2[c:12]([OH:15])[c:13]1[CH3:14].[Cl:21][C:22](=[O:23])[O:24][CH3:25].[H-:1].[Na+:2].[O:27]1[CH2:28][CH2:29][CH2:30][CH2:31]1.[OH2:26]>>[CH3:3][c:4]1[n:5][c:6]2[c:7]([F:20])[cH:8][c:9]([C:16]([CH3:17])([CH3:18])[CH3:19])[cH:10][c:11]2[c:12]([C:22](=[O:23])[O:24][CH3:25])[c:13]1[CH3:14]. Reactants: FC(S(=O)(=O)OC=1C([C@@H]2CC[C@]3([C@@]4(CC[C@@]5([C@@H]([C@H]4CC[C@@H]3[C@]2(CC1)C)[C@@H](CC5)C(=C)C)NCCN5CCS(CC5)(=O)=O)C)C)(C)C)(F)F ((1R,3aS,5aR,5bR,7aR,11aR,11bR,13aR,13bR)-3a-((2-(1,1-dioxidothiomorpholino)ethyl)amino)-5a,5b,8,8,11a-pentamethyl-1-(prop-1-en-2-yl)-2,3,3a,4,5,5a,5b,6,7,7a,8,11,11a,11b,12,13,13a,13b-octadecahydro-1H-cyclopenta[a]chrysen-9-yl trifluoromethanesulfonate), CC1(OB(OC1(C)C)C1=CCC(CC1)CC(=O)OCC)C (ethyl 2-(4-(4,4,5,5-tetramethyl-1,3,2-dioxaborolan-2-yl)cyclohex-3-en-1-yl)acetate). The product is O=S1(CCN(CC1)CCN[C@]12[C@@H]([C@H]3CC[C@@H]4[C@]5(CC=C(C([C@@H]5CC[C@]4([C@@]3(CC1)C)C)(C)C)C1=CCC(CC1)CC(=O)OCC)C)[C@@H](CC2)C(=C)C)=O (ethyl 2-(4-((1R,3aS,5aR,5bR,7aR,11aS,11bR,13aR,13bR)-3a-((2-(1,1-dioxidothiomorpholino)ethyl)amino)-5a,5b,8,8,11a-pentamethyl-1-(prop-1-en-2-yl)-2,3,3a,4,5,5a,5b,6,7,7a,8,11,11a,11b,12,13,13a,13b-octadecahydro-1H-cyclopenta[a]chrysen-9-yl)cyclohex-3-en-1-yl)acetate). Isolated yield 42.7%. Reaction SMILES: FC(F)(F)S(O[C:7]1[C:8]([CH3:46])([CH3:45])[C@H:9]2[C@:22]([CH3:25])([CH2:23][CH:24]=1)[C@@H:21]1[C@:12]([CH3:44])([C@@:13]3([CH3:43])[C@H:18]([CH2:19][CH2:20]1)[C@H:17]1[C@H:26]([C:29]([CH3:31])=[CH2:30])[CH2:27][CH2:28][C@:16]1([NH:32][CH2:33][CH2:34][N:35]1[CH2:40][CH2:39][S:38](=[O:42])(=[O:41])[CH2:37][CH2:36]1)[CH2:15][CH2:14]3)[CH2:11][CH2:10]2)(=O)=O.CC1(C)C(C)(C)OB([C:57]2[CH2:62][CH2:61][CH:60]([CH2:63][C:64]([O:66][CH2:67][CH3:68])=[O:65])[CH2:59][CH:58]=2)O1>>[O:42]=[S:38]1(=[O:41])[CH2:39][CH2:40][N:35]([CH2:34][CH2:33][NH:32][C@:16]23[CH2:28][CH2:27][C@@H:26]([C:29]([CH3:31])=[CH2:30])[C@@H:17]2[C@@H:18]2[C@@:13]([CH3:43])([CH2:14][CH2:15]3)[C@@:12]3([CH3:44])[C@@H:21]([C@:22]4([CH3:25])[C@@H:9]([CH2:10][CH2:11]3)[C:8]([CH3:45])([CH3:46])[C:7]([C:57]3[CH2:62][CH2:61][CH:60]([CH2:63][C:64]([O:66][CH2:67][CH3:68])=[O:65])[CH2:59][CH:58]=3)=[CH:24][CH2:23]4)[CH2:20][CH2:19]2)[CH2:36][CH2:37]1. Procedure: The title compound was prepared following the method described in step 1 for the preparation of Example 1, using (1R,3aS,5aR,5bR,7aR,11aR,11bR,13aR,13bR)-3a-((2-(1,1-dioxidothiomorpholino)ethyl)amino)-5a,5b,8,8,11a-pentamethyl-1-(prop-1-en-2-yl)-2,3,3a,4,5,5a,5b,6,7,7a,8,11,11a,11b,12,13,13a,13b-octadecahydro-1H-cyclopenta[a]chrysen-9-yl trifluoromethanesulfonate and ethyl 2-(4-(4,4,5,5-tetramethyl-1,3,2-dioxaborolan-2-yl)cyclohex-3-en-1-yl)acetate as the reactants. The product was obtained as a... Reactants: B, CC(C)(C#N)c1cccc(C(=O)Nc2cccc(NC=O)c2)c1, O=C([O-])O, CSC, [Na+], C1CCOC1. The product is CNc1cccc(NC(=O)c2cccc(C(C)(C)C#N)c2)c1. RXN SMILES: [BH3:27].[C:1](#[N:2])[C:3]([CH3:4])([CH3:5])[c:6]1[cH:7][c:8]([C:9](=[O:10])[NH:11][c:12]2[cH:13][c:14]([NH:18][CH:19]=[O:20])[cH:15][cH:16][cH:17]2)[cH:21][cH:22][cH:23]1.[C:28](=[O:29])([O-:30])[OH:31].[CH3:24][S:25][CH3:26].[Na+:32].[O:33]1[CH2:34][CH2:35][CH2:36][CH2:37]1>>[C:1](#[N:2])[C:3]([CH3:4])([CH3:5])[c:6]1[cH:7][c:8]([C:9](=[O:10])[NH:11][c:12]2[cH:13][c:14]([NH:18][CH3:19])[cH:15][cH:16][cH:17]2)[cH:21][cH:22][cH:23]1.